This data is from the Open Reaction Database (ORD), a public repository of structured organic reaction records. The task is: describe an organic reaction: reactants, conditions, products, and yield Reactants: CC(C)(C)OC(=O)CC(CCCC1CCCCC1)C(=O)O, CS(=O)(=O)NCCC(N)=NO. Product: CC(C)(C)OC(=O)CC(CCCC1CCCCC1)C(=O)ON=C(N)CCNS(C)(=O)=O. RXN SMILES: [C:1]([CH3:2])([CH3:3])([CH3:4])[O:5][C:6]([CH2:7][CH:8]([C:9](=[O:10])[OH:11])[CH2:12][CH2:13][CH2:14][CH:15]1[CH2:16][CH2:17][CH2:18][CH2:19][CH2:20]1)=[O:21].[OH:22][N:23]=[C:24]([CH2:25][CH2:26][NH:27][S:28](=[O:29])(=[O:30])[CH3:31])[NH2:32]>>[C:1]([CH3:2])([CH3:3])([CH3:4])[O:5][C:6]([CH2:7][CH:8]([C:9]([O:10][N:23]=[C:24]([CH2:25][CH2:26][NH:27][S:28](=[O:29])(=[O:30])[CH3:31])[NH2:32])=[O:11])[CH2:12][CH2:13][CH2:14][CH:15]1[CH2:16][CH2:17][CH2:18][CH2:19][CH2:20]1)=[O:21]. The reactants are COC(=O)c1cc(NC(=O)c2cc(Br)ccn2)cs1, CCO, NN, O. Yields the product NNC(=O)c1cc(NC(=O)c2cc(Br)ccn2)cs1. As a reaction SMILES: [Br:1][c:2]1[cH:3][c:4]([C:8](=[O:9])[NH:10][c:11]2[cH:12][c:13]([C:16]([O:18][CH3:17])=[O:19])[s:14][cH:15]2)[n:5][cH:6][cH:7]1.[CH3:23][CH2:24][OH:25].[NH2:21][NH2:22].[OH2:20]>>[Br:1][c:2]1[cH:3][c:4]([C:8](=[O:9])[NH:10][c:11]2[cH:12][c:13]([C:16](=[O:18])[NH:21][NH2:22])[s:14][cH:15]2)[n:5][cH:6][cH:7]1. The product is OC(CC)(C1=CC(=CC(=C1)OCC1=CC2=CC=CC=C2C=C1)OC)C=1SC=CN1 (2-[1-hydroxy-1-[3-methoxy-5-(naphth-2-ylmethoxy) phenyl]propyl]thiazole). The reactants are [Cl-].[NH4+] (ammonium chloride), C(C)OCC (diethyl ether), C(C)[Mg]I (ethylmagnesium iodide), S1C(=NC=C1)C(=O)C1=CC(=CC(=C1)OCC1=CC2=CC=CC=C2C=C1)OC (3-methoxy-5-(naphth-2-ylmethoxy)phenyl 2-thiazolyl ketone). Solvent: O1CCCC1 (tetrahydrofuran). RXN SMILES: [S:1]1[CH:5]=[CH:4][N:3]=[C:2]1[C:6]([C:8]1[CH:13]=[C:12]([O:14][CH2:15][C:16]2[CH:25]=[CH:24][C:23]3[C:18](=[CH:19][CH:20]=[CH:21][CH:22]=3)[CH:17]=2)[CH:11]=[C:10]([O:26][CH3:27])[CH:9]=1)=[O:7].[CH2:28](OCC)[CH3:29].C([Mg]I)C.[Cl-].[NH4+]>O1CCCC1>[OH:7][C:6]([C:2]1[S:1][CH:5]=[CH:4][N:3]=1)([C:8]1[CH:13]=[C:12]([O:14][CH2:15][C:16]2[CH:25]=[CH:24][C:23]3[C:18](=[CH:19][CH:20]=[CH:21][CH:22]=3)[CH:17]=2)[CH:11]=[C:10]([O:26][CH3:27])[CH:9]=1)[CH2:28][CH3:29] |f:3.4|. Reported procedure: A solution of the ketone so obtained (1.2 g) in tetrahydrofuran (20 ml) was added to a diethyl ether solution of ethylmagnesium iodide [prepared from iodoethane (0.6 ml) and magnesium turnings (0.154 g) under diethyl ether (10 ml)] and the mixture was heated to reflux for 15 minutes. The mixture was poured into a saturated aqueous ammonium chloride solution and extracted with ethyl acetate (3×15 ml). The combined extracts were washed with water, dried (MgSO4) and evaporated. The residue was puri... The yield is 55.0%. Product: ClC1=NC2=CC=C(C=C2C(=C1C1=CC=CC=C1)Cl)C(=O)C1=CN=C(N1C)C ((2,4-Dichloro-3-phenylquinolin-6-yl)(1,2-dimethyl-1H-imidazol-5-yl)methanone). Reaction SMILES: [Cl:1][C:2]1[C:11]([C:12]2[CH:17]=[CH:16][CH:15]=[CH:14][CH:13]=2)=[C:10]([Cl:18])[C:9]2[C:4](=[CH:5][CH:6]=[C:7]([CH:19]([C:21]3[N:25]([CH3:26])[C:24]([CH3:27])=[N:23][CH:22]=3)[OH:20])[CH:8]=2)[N:3]=1>[O-2].[O-2].[Mn+4].O1CCOCC1>[Cl:1][C:2]1[C:11]([C:12]2[CH:13]=[CH:14][CH:15]=[CH:16][CH:17]=2)=[C:10]([Cl:18])[C:9]2[C:4](=[CH:5][CH:6]=[C:7]([C:19]([C:21]3[N:25]([CH3:26])[C:24]([CH3:27])=[N:23][CH:22]=3)=[O:20])[CH:8]=2)[N:3]=1 |f:1.2.3|. Solvent: O1CCOCC1 (1,4-dioxane). The reactants are ClC1=NC2=CC=C(C=C2C(=C1C1=CC=CC=C1)Cl)C(O)C1=CN=C(N1C)C ((2,4-dichloro-3-phenylquinolin-6-yl)(1,2-dimethyl-1H-imidazol-5-yl)methanol), Intermediate 18. The reagents and catalysts are [O-2].[O-2].[Mn+4] (manganese dioxide). Reported procedure: To a flask containing (2,4-dichloro-3-phenylquinolin-6-yl)(1,2-dimethyl-1H-imidazol-5-yl)methanol (520 mg, 1.31 mmol, Intermediate 18: step a) was added 1,4-dioxane (12 mL) followed by manganese dioxide (475 mg, 5.46 mmol). The mixture was heated to reflux for 3.25 hours and then the contents were filtered through a Celite® pad, while still warm, and the Celite® pad was rinsed with warm THF. The effluent was concentrated under reduced pressure to provide the title compound as an off white foam. Reactants: C(=O)(OCC1C2=CC=CC=C2C2=CC=CC=C12)N(C(C(=O)O)C(C)C)C (N-fmoc-3-methyl-2-methylamino-butyric acid), C(C)OC1=CC=C(C=C1)S(=O)(=O)Cl (4-ethoxybenzenesulfonyl chloride), BrCC(=O)OC (methyl bromoacetate), ClC1=CC=C(N)C=C1 (4-chloroaniline). Product: ClC1=CC=C(N(S(=O)(=O)C2=CC=C(C=C2)OCC)CC(=O)N[C@@H](C(C)C)C(=O)O)C=C1 (N-({4-Chloro[(4-ethoxyphenyl)sulfonyl]anilino}acetyl)valine). As a reaction SMILES: [C:1]([N:18](C)[CH:19]([CH:23]([CH3:25])[CH3:24])[C:20]([OH:22])=[O:21])(OCC1C2C(=CC=CC=2)C2C1=CC=CC=2)=[O:2].Br[CH2:28]C(OC)=O.[Cl:33][C:34]1[CH:40]=[CH:39][C:37]([NH2:38])=[CH:36][CH:35]=1.[CH2:41]([O:43][C:44]1[CH:49]=[CH:48][C:47]([S:50](Cl)(=[O:52])=[O:51])=[CH:46][CH:45]=1)[CH3:42]>>[Cl:33][C:34]1[CH:40]=[CH:39][C:37]([N:38]([CH2:28][C:1]([NH:18][C@H:19]([C:20]([OH:22])=[O:21])[CH:23]([CH3:25])[CH3:24])=[O:2])[S:50]([C:47]2[CH:48]=[CH:49][C:44]([O:43][CH2:41][CH3:42])=[CH:45][CH:46]=2)(=[O:52])=[O:51])=[CH:36][CH:35]=1. Reported procedure: Following the general method as outlined in Example 75, starting from N-fmoc-3-methyl-2-methylamino-butyric acid, methyl bromoacetate, 4-chloroaniline and 4-ethoxybenzenesulfonyl chloride, the title compound was obtained in >60% purity by LC/MS. (ESI+): 483.